This data is from the Open Reaction Database (ORD), a public repository of structured organic reaction records. The task is: describe an organic reaction: reactants, conditions, products, and yield The reactants are NC=1NC=2N(C(C1)=O)N=CC2 (5-aminopyrazolo[1,5-a]pyrimidin-7(4H)-one), P(=O)(Cl)(Cl)Cl (phosphoryl chloride). The solvent is C(Cl)Cl.CC(C)(C)OC (DCM MTBE). Yields the product ClC1=CC(=NC=2N1N=CC2)N (7-chloropyrazolo[1,5-a]pyrimidin-5-amine). Reaction SMILES: [NH2:1][C:2]1[NH:3][C:4]2[N:5]([N:9]=[CH:10][CH:11]=2)[C:6](=O)[CH:7]=1.P(Cl)(Cl)([Cl:14])=O>C(Cl)Cl.CC(OC)(C)C>[Cl:14][C:6]1[N:5]2[N:9]=[CH:10][CH:11]=[C:4]2[N:3]=[C:2]([NH2:1])[CH:7]=1 |f:2.3|. Procedure details: A solution of 5-aminopyrazolo[1,5-a]pyrimidin-7(4H)-one (Z-2) (1.5 g, 10 mmol) in phosphoryl chloride (45 mL) is stirred at reflux overnight. The reaction mixture is allowed to cool to RT and concentrated in vacuo. The residue is then dissolved in ice-water (25 mL) and the resulting mixture is neutralized with aqueous NaOH solution (20%) to adjust the pH to 9-10. The mixture is extracted with ethyl acetate (3×50 mL) after which the combined organic layers are washed with brine (500 mL), dried ov... Reactants: O1CC\C(\C2=CC=CC=C12)=N/O ((4E)-2,3-dihydro-4H-chromen-4-one oxime), COC=1C=C2CCC(C2=CC1)=O (5-methoxyindan-1-one). Product: COC=1C=C2CCC(C2=CC1)=NO (5-methoxyindan-1-one oxime). Reaction SMILES: O1[C:10]2[C:5](=[CH:6][CH:7]=[CH:8][CH:9]=2)/[C:4](=[N:11]/[OH:12])/[CH2:3][CH2:2]1.[CH3:13][O:14]C1C=C2C(=CC=1)C(=O)CC2>>[CH3:13][O:14][C:8]1[CH:7]=[C:6]2[C:5](=[CH:10][CH:9]=1)[C:4](=[N:11][OH:12])[CH2:3][CH2:2]2. Reported procedure: Following the procedure for the preparation of (4E)-2,3-dihydro-4H-chromen-4-one oxime but substituting 5-methoxyindan-1-one and making non-critical variations provided the title compound as a oil: HRMS (EI) calcd for C10H11O2 177.0790, found 177.0783. Anal. Calcd for C10H11NO2: C, 67.78; H, 6.26; N, 7.90. Found: C, 67.73; H, 6.34; N, 7.77. The reactants are C(=O)([O-])[O-].[Cs+].[Cs+] (Cs2CO3), O=C1CC(NC2=C(N1)C=CC=C2)=O (2,4-Dioxo-2,3,4,5-tetrahydro-1H-1,5-benzodiazepine), C(C(C)(C)C)I (neopentyl iodide), C(=O)([O-])[O-].[Cs+].[Cs+] (Cs2CO3), O (H2O). Solvent: CS(=O)C (DMSO), CCOC(=O)C (EtOAc). Conditions: temperature 75 celsius, time 6 hour. The product is O=C1CC(N(C2=C(N1CC(C)(C)C)C=CC=C2)CC(C)(C)C)=O (2,4-dioxo-1,5-bis-(2,2-dimethylpropyl)-2,3,4,5-tetrahydro-1H-1,5-benzodiazepine). RXN SMILES: O=[C:2]1[NH:8][C:7]2[CH:9]=[CH:10][CH:11]=[CH:12][C:6]=2[NH:5][C:4](=[O:13])[CH2:3]1.[CH2:14](I)[C:15]([CH3:18])([CH3:17])[CH3:16].[C:20]([O-:23])([O-])=O.[Cs+].[Cs+].O>CS(C)=O.CCOC(C)=O>[O:13]=[C:4]1[N:5]([CH2:14][C:15]([CH3:18])([CH3:17])[CH3:16])[C:6]2[CH:12]=[CH:11][CH:10]=[CH:9][C:7]=2[N:8]([CH2:2][C:15]([CH3:17])([CH3:16])[CH3:14])[C:20](=[O:23])[CH2:3]1 |f:2.3.4|. Procedure details: To a stirred suspension of the product from Example 8-P, Step A (1.0 eq., 17.08 g) in DMSO (500 mL) at room temperature was added neopentyl iodide (43.01 g, 2.24 eq., Aldrich) and Cs2CO3 (72.65 g, 2.3 eq., Aldrich). The resulting mixture was heated to 75° C. for 30 minutes, then additional Cs2CO3 (31.59 g, 1.0 eq.) was added and the mixture rapidly stirred at 75° C. for 6 hours. The mixture was allowed to cool and H2O (500 mL) and EtOAc (1000 mL) were added. The phases were partitioned and the o... The reactants are S(O)(O)(=O)=O (sulfuric acid), ClCCl (dichloromethane), NC1=C(C(=C(C=C1C)O)C)C (4-Amino-2,3,5-trimethylphenol), CC(CO)=C (2-methyl-2-propenol). Yields the product Cl.NC=1C(=C(C2=C(CC(O2)(C)C)C1C)C)C (5-Amino-2,2,4,6,7-pentamethyl-2,3-dihydrobenzofuran hydrochloride). The yield is 14.4%. As a reaction SMILES: [NH2:1][C:2]1[C:7]([CH3:8])=[CH:6][C:5]([OH:9])=[C:4]([CH3:10])[C:3]=1[CH3:11].[CH3:12][C:13](=C)[CH2:14]O.S(=O)(=O)(O)O.[Cl:22][CH2:23]Cl>>[ClH:22].[NH2:1][C:2]1[C:7]([CH3:8])=[C:6]([CH3:23])[C:5]2[O:9][C:13]([CH3:14])([CH3:12])[CH2:10][C:4]=2[C:3]=1[CH3:11] |f:4.5|. Procedure details: 4-Amino-2,3,5-trimethylphenol (2.0 g, 13.2 mmol) and 2-methyl-2-propenol (1.15 g, 15.8 g) were heated under reflux in dichloromethane (20 ml) together with sulfuric acid (2 ml) for 18 hours. The reaction mixture was washed with aqueous saturated sodium bicarbonate solution, dried and then concentrated. The residue was purified by silica gel column chromatography (isopropyl ether). The purified product was converted into its hydrochloride and it was crystallized from ethanol-isopropyl ether to ob... Reactants: FC=1C=CC2=C(N(C=N2)C2=NC(=C3NC(N(C3=N2)C2CCOCC2)=O)C(=O)OCC)C1 (ethyl 2-(6-fluoro-1H-benzo[d]imidazol-1-yl)-8-oxo-9-(tetrahydro-2H-pyran-4-yl)-8,9-dihydro-7H-purine-6-carboxylate). Solvent: Cl (HCl). Product: FC=1C=CC2=C(N(C=N2)C2=NC(=C3NC(N(C3=N2)C2CCOCC2)=O)C(=O)O)C1 (2-(6-fluoro-1H-benzo[d]imidazol-1-yl)-8-oxo-9-(tetrahydro-2H-pyran-4-yl)-8,9-dihydro-7H-purine-6-carboxylic acid). As a reaction SMILES: [F:1][C:2]1[CH:3]=[CH:4][C:5]2[N:9]=[CH:8][N:7]([C:10]3[N:18]=[C:17]4[C:13]([NH:14][C:15](=[O:25])[N:16]4[CH:19]4[CH2:24][CH2:23][O:22][CH2:21][CH2:20]4)=[C:12]([C:26]([O:28]CC)=[O:27])[N:11]=3)[C:6]=2[CH:31]=1>Cl>[F:1][C:2]1[CH:3]=[CH:4][C:5]2[N:9]=[CH:8][N:7]([C:10]3[N:18]=[C:17]4[C:13]([NH:14][C:15](=[O:25])[N:16]4[CH:19]4[CH2:24][CH2:23][O:22][CH2:21][CH2:20]4)=[C:12]([C:26]([OH:28])=[O:27])[N:11]=3)[C:6]=2[CH:31]=1. Procedure details: A solution of ethyl 2-(6-fluoro-1H-benzo[d]imidazol-1-yl)-8-oxo-9-(tetrahydro-2H-pyran-4-yl)-8,9-dihydro-7H-purine-6-carboxylate (600 mg, 1.41 mmol) in concentrated aqueous HCl (15 mL) was heated at 100° C. for 6 h. The mixture was concentrated and the residue triturated with diethyl ether. The solid formed was filtered and dried to give 7 as an off white solid. Yield: 410 mg, 73%. 1H NMR (400 MHz, DMSO-d6) δ, ppm: 11.84 (s, 1H), 9.20 (s, 1H), 8.47 (dd, J=2.4, 2.4 Hz, 1H), 7.82 (dd, J=5.2, 4.8 H... The reactants are C1N(CC2C1CNC2)C(=O)C2=C(C=CC=C2)C=2SC=CC2 ((Hexahydro-pyrrolo[3,4-c]pyrrol-2-yl)-(2-thiophen-2-yl-phenyl)-methanone), ClC1=NC2=CC=CC=C2N=C1C (2-chloro-3-methyl-quinoxaline). The product is CC1=NC2=CC=CC=C2N=C1N1CC2CN(CC2C1)C(=O)C1=C(C=CC=C1)C=1SC=CC1 (2-Methyl-3-{5-[(2-thiophen-2-ylphenyl)carbonyl]hexahydropyrrolo[3,4-c]pyrrol-2(1H)-yl}quinoxaline). Reaction SMILES: [CH2:1]1[CH:5]2[CH2:6][NH:7][CH2:8][CH:4]2[CH2:3][N:2]1[C:9]([C:11]1[CH:16]=[CH:15][CH:14]=[CH:13][C:12]=1[C:17]1[S:18][CH:19]=[CH:20][CH:21]=1)=[O:10].Cl[C:23]1[C:32]([CH3:33])=[N:31][C:30]2[C:25](=[CH:26][CH:27]=[CH:28][CH:29]=2)[N:24]=1>>[CH3:33][C:32]1[C:23]([N:7]2[CH2:8][CH:4]3[CH:5]([CH2:1][N:2]([C:9]([C:11]4[CH:16]=[CH:15][CH:14]=[CH:13][C:12]=4[C:17]4[S:18][CH:19]=[CH:20][CH:21]=4)=[O:10])[CH2:3]3)[CH2:6]2)=[N:24][C:25]2[C:30](=[CH:29][CH:28]=[CH:27][CH:26]=2)[N:31]=1. Procedure details: The title compound was prepared in a manner analogous to Example 15 utilizing Intermediate 37 and 2-chloro-3-methyl-quinoxaline. MS (ESI) mass calcd. for C26H24N4OS, 440.56; m/z found, 441.1 [M+H]+. 1H NMR (CDCl3): rotamers observed 7.77 (d, J=7.9 Hz, 1H), 7.64 (d, J=7.9 Hz, 1H), 7.51-7.40 (m, 2H), 7.40-7.25 (m, 4H), 7.20-7.14 (m, 2H), 6.93 (br s, 1H), 3.86-3.74 (m, 2H), 3.70-3.60 (br m, 1.3H), 3.58-3.40 (br m, 1.6H), 3.26-3.10 (m, 1.7H), 2.95-2.82 (br m, 1.7H), 2.76 (br m, 1.5H), 2.62 (s, 3H). Reactants: CS(C)=O, O=C(OCc1ccccc1)C(CCCCCCCCI)C1CCCC1, N#C[Na]. The product is N#CCCCCCCCCC(C(=O)OCc1ccccc1)C1CCCC1. Reaction SMILES: [CH3:29][S:30]([CH3:31])=[O:32].[CH:1]1([CH:6]([C:7](=[O:8])[O:9][CH2:10][c:11]2[cH:12][cH:13][cH:14][cH:15][cH:16]2)[CH2:17][CH2:18][CH2:19][CH2:20][CH2:21][CH2:22][CH2:23][CH2:24][I:25])[CH2:2][CH2:3][CH2:4][CH2:5]1.[Na:26][C:27]#[N:28]>>[CH:1]1([CH:6]([C:7](=[O:8])[O:9][CH2:10][c:11]2[cH:12][cH:13][cH:14][cH:15][cH:16]2)[CH2:17][CH2:18][CH2:19][CH2:20][CH2:21][CH2:22][CH2:23][CH2:24][C:27]#[N:28])[CH2:2][CH2:3][CH2:4][CH2:5]1. Reactants: ClC1=NC=C(C=C1C(O)C1=C(C(=CC=C1C=C)OC)F)Cl ((2,5-dichloropyridin-3-yl)(2-fluoro-3-methoxy-6-vinylphenyl)methanol). Reagents/catalysts: O=[Mn]=O (MnO2). Solvent: C(Cl)Cl (CH2Cl2). Run at time 8 hour. Product: ClC1=NC=C(C=C1C(=O)C1=C(C(=CC=C1C=C)OC)F)Cl ((2,5-dichloropyridin-3-yl)(2-fluoro-3-methoxy-6-vinylphenyl)methanone). As a reaction SMILES: [Cl:1][C:2]1[C:7]([CH:8]([C:10]2[C:15]([CH:16]=[CH2:17])=[CH:14][CH:13]=[C:12]([O:18][CH3:19])[C:11]=2[F:20])[OH:9])=[CH:6][C:5]([Cl:21])=[CH:4][N:3]=1>C(Cl)Cl.O=[Mn]=O>[Cl:1][C:2]1[C:7]([C:8]([C:10]2[C:15]([CH:16]=[CH2:17])=[CH:14][CH:13]=[C:12]([O:18][CH3:19])[C:11]=2[F:20])=[O:9])=[CH:6][C:5]([Cl:21])=[CH:4][N:3]=1. Reported procedure: To a stirred solution of (2,5-dichloropyridin-3-yl)(2-fluoro-3-methoxy-6-vinylphenyl)methanol (11.6 g, 35.3 mmol) in CH2Cl2 (400 mL) was added MnO2 (80 g, 920 mmol). The reaction mixture was allowed to stir overnight, filtered through a pad of Celite, and concentrated to afford the title compound. LRMS (ESI) calc'd for (C15H10Cl2FNO2) [M+H]+, 326.0; found 326.0.